Dataset: the Open Reaction Database (ORD), a public repository of structured organic reaction records. Task: describe an organic reaction: reactants, conditions, products, and yield Starting materials: CC(C)=O, O=[Cr](=O)(O)O, O=C(O)CCCCC=CC1C=CCC1O, O=S(=O)(O)O. Product: O=C(O)CCCCC=CC1C=CCC1=O. RXN SMILES: [CH3:16][C:17](=[O:18])[CH3:19].[Cr:20]([OH:21])([OH:22])(=[O:23])=[O:24].[OH:1][CH:2]1[CH:3]([CH:7]=[CH:8][CH2:9][CH2:10][CH2:11][CH2:12][C:13](=[O:14])[OH:15])[CH:4]=[CH:5][CH2:6]1.[S:25](=[O:26])(=[O:27])([OH:28])[OH:29]>>[O:1]=[C:2]1[CH:3]([CH:7]=[CH:8][CH2:9][CH2:10][CH2:11][CH2:12][C:13](=[O:14])[OH:15])[CH:4]=[CH:5][CH2:6]1. The reactants are NC1=CC(=C(OC2=CC(=NC=C2)NC(N(CCCN2CCN(CC2)C)C)=O)C=C1)F (3-[4-(4-Amino-2-fluorophenoxy)pyridin-2-yl]-1-methyl-1-[3-(4-methylpiperazin-1-yl)propyl]urea), CC1(C2CCC1(C(=O)C2)CS(=O)(=O)O)C (D-10-camphorsulfonic acid), C(O)([O-])=O.[Na+] (sodium hydrogencarbonate), C1(=CC=CC=C1)CC(=O)Cl (2-Phenylacetyl chloride), C1(=CC=CC=C1)CC(=O)N=C=S (2-phenylacetyl isothiocyanate), [S-]C#N.[K+] (potassium thiocyanate). The solvent is C(C)O (ethanol), CCCCCC (hexane), C(C)OCC (diethyl ether), C(C)#N (acetonitrile), C(C)(=O)OCC (ethyl acetate), C(C)#N (acetonitrile), C(C)#N (acetonitrile). Run at time 2 hour. Yields the product FC1=C(OC2=CC(=NC=C2)NC(N(CCCN2CCN(CC2)C)C)=O)C=CC(=C1)NC(=S)NC(CC1=CC=CC=C1)=O (3-{4-[2-Fluoro-4-(3-phenylacetylthioureido)phenoxy]pyridin-2-yl}-1-methyl-1-[3-(4-methylpiperazin-1-yl)propyl]urea). Yield: 49.1%. As a reaction SMILES: C1(CC(Cl)=O)C=CC=CC=1.[S-]C#N.[K+].C(=O)([O-])O.[Na+].[NH2:20][C:21]1[CH:48]=[CH:47][C:24]([O:25][C:26]2[CH:31]=[CH:30][N:29]=[C:28]([NH:32][C:33](=[O:46])[N:34]([CH3:45])[CH2:35][CH2:36][CH2:37][N:38]3[CH2:43][CH2:42][N:41]([CH3:44])[CH2:40][CH2:39]3)[CH:27]=2)=[C:23]([F:49])[CH:22]=1.CC1(C)C2(CS(O)(=O)=O)C(CC1CC2)=O.[C:65]1([CH2:71][C:72]([N:74]=[C:75]=[S:76])=[O:73])[CH:70]=[CH:69][CH:68]=[CH:67][CH:66]=1>C(#N)C.C(O)C.CCCCCC.C(OCC)C.C(OCC)(=O)C>[F:49][C:23]1[CH:22]=[C:21]([NH:20][C:75]([NH:74][C:72](=[O:73])[CH2:71][C:65]2[CH:66]=[CH:67][CH:68]=[CH:69][CH:70]=2)=[S:76])[CH:48]=[CH:47][C:24]=1[O:25][C:26]1[CH:31]=[CH:30][N:29]=[C:28]([NH:32][C:33](=[O:46])[N:34]([CH3:45])[CH2:35][CH2:36][CH2:37][N:38]2[CH2:39][CH2:40][N:41]([CH3:44])[CH2:42][CH2:43]2)[CH:27]=1 |f:1.2,3.4|. Reported procedure: 2-Phenylacetyl chloride (0.032 ml) was dissolved in acetonitrile (3 ml) under a nitrogen atmosphere, and then potassium thiocyanate (46.6 mg) was added thereto at 60° C., followed by stirring at the same temperature for 2 hrs. The reaction mixture was cooled down to room temperature, and then ethyl acetate and a saturated aqueous solution of sodium hydrogencarbonate were added thereto, followed by stirring for 30 min. The organic layer was separated, washed with a saturated aqueous solution of s... The reactants are CC(=O)O[BH-](OC(C)=O)OC(C)=O, CC(=O)O, ClCCl, O=C(O)C1CNC1, [Na+], O=Cc1ccc(-c2noc(-c3cnn(-c4ccccn4)c3C(F)(F)F)n2)cc1. Product: O=C(O)C1CN(Cc2ccc(-c3noc(-c4cnn(-c5ccccn5)c4C(F)(F)F)n3)cc2)C1. Reaction SMILES: [C:40]([O:41][BH-:42]([O:43][C:44](=[O:45])[CH3:46])[O:47][C:48](=[O:49])[CH3:50])(=[O:51])[CH3:52].[CH3:29][C:30](=[O:31])[OH:32].[Cl:54][CH2:55][Cl:56].[NH:33]1[CH2:34][CH:35]([C:37](=[O:38])[OH:39])[CH2:36]1.[Na+:53].[n:1]1[c:2](-[n:7]2[n:8][cH:9][c:10](-[c:16]3[n:17][c:18](-[c:21]4[cH:22][cH:23][c:24]([CH:25]=[O:26])[cH:27][cH:28]4)[n:19][o:20]3)[c:11]2[C:12]([F:13])([F:14])[F:15])[cH:3][cH:4][cH:5][cH:6]1>>[n:1]1[c:2](-[n:7]2[n:8][cH:9][c:10](-[c:16]3[n:17][c:18](-[c:21]4[cH:22][cH:23][c:24]([CH2:25][N:33]5[CH2:34][CH:35]([C:37](=[O:38])[OH:39])[CH2:36]5)[cH:27][cH:28]4)[n:19][o:20]3)[c:11]2[C:12]([F:13])([F:14])[F:15])[cH:3][cH:4][cH:5][cH:6]1. The reactants are CCc1cc(Br)ccc1N, CCN(C(C)C)C(C)C, Cc1ccc(S(=O)(=O)N(CCCl)CCCl)cc1. Yields the product CCc1cc(Br)ccc1N1CCN(S(=O)(=O)c2ccc(C)cc2)CC1. As a reaction SMILES: [Br:1][c:2]1[cH:3][c:4]([CH2:9][CH3:10])[c:5]([NH2:6])[cH:7][cH:8]1.[CH:11]([N:12]([CH:13]([CH3:14])[CH3:15])[CH2:16][CH3:17])([CH3:18])[CH3:19].[Cl:20][CH2:21][CH2:22][N:23]([S:24](=[O:25])(=[O:26])[c:27]1[cH:28][cH:29][c:30]([CH3:33])[cH:31][cH:32]1)[CH2:34][CH2:35][Cl:36]>>[Br:1][c:2]1[cH:3][c:4]([CH2:9][CH3:10])[c:5]([N:6]2[CH2:21][CH2:22][N:23]([S:24](=[O:25])(=[O:26])[c:27]3[cH:28][cH:29][c:30]([CH3:33])[cH:31][cH:32]3)[CH2:34][CH2:35]2)[cH:7][cH:8]1. Reactants: [OH-].[Na+] (NaOH), [OH-].[K+] (potassium hydroxide), C(C)(C)(C)N=NC(CCC(=O)OCC=C)(C)Cl (allyl 4-t-butylazo-4-chlorovalerate), C(C)(C)(C)OO (t-butyl hydroperoxide). Run in O (water). Run at temperature 15 celsius, time 15 minute. The product is C(C)(C)(C)N=NC(CCC(=O)OCC=C)(C)OOC(C)(C)C (allyl 4-(t-butylazo)-4-(t-butylperoxy)valerate). Isolated yield 65.6%. As a reaction SMILES: [OH-].[K+].[C:3]([O:7][OH:8])([CH3:6])([CH3:5])[CH3:4].[C:9]([N:13]=[N:14][C:15](Cl)([CH3:24])[CH2:16][CH2:17][C:18]([O:20][CH2:21][CH:22]=[CH2:23])=[O:19])([CH3:12])([CH3:11])[CH3:10].[OH-].[Na+]>O>[C:9]([N:13]=[N:14][C:15]([O:8][O:7][C:3]([CH3:6])([CH3:5])[CH3:4])([CH3:24])[CH2:16][CH2:17][C:18]([O:20][CH2:21][CH:22]=[CH2:23])=[O:19])([CH3:12])([CH3:11])[CH3:10] |f:0.1,4.5|. Procedure details: To a solution of 2.32 grams (0.0352 moles) of 85% potassium hydroxide in 10 ml of water, cooled to 15° C. in a 50 ml erlenmeyer flask was added 4.5 grams (0.045 moles) of 90% t-butyl hydroperoxide slowly and with rapid stirring. After the addition was complete, the reaction was stirred for 15 minutes at 15° C. and then 8.32 grams (0.032 moles) of allyl 4-t-butylazo-4-chlorovalerate was added dropwise over a 15 minute period holding the temperature at 15°-20° C. After the was complete the reactio...